This data is from the Open Reaction Database (ORD), a public repository of structured organic reaction records. The task is: describe an organic reaction: reactants, conditions, products, and yield Procedure: A solution of 3.7 g of methylene-6,7-dioxo-3,3-dimethyl-4-thia-1-azabicyclo[3.2.0]heptane-2-carboxylate pivalate in 100 ml of benzene is treated at room temperature with 4.7 g of phenoxyacetylmethylenetriphenylphosphorane. After 10 minutes, the reaction mixture is evaporated. The residue is chromatographed on silica gel while eluting with cyclohexane/ethyl acetate (6:4). There is obtained methylene-(2S,5R)-3,3-dimethyl-7-oxo-6-(2-oxo-3-phenoxypropylidene)-4-thia-1-azabicyclo[3.2.0]heptane-2-carb... Solvent: C1=CC=CC=C1 (benzene). The product is C(C(C)(C)C)(=O)O.C=S1C([C@@H](N2C(C([C@@H]12)=CC(COC1=CC=CC=C1)=O)=O)C(=O)O)(C)C (methylene-(2S,5R)-3,3-dimethyl-7-oxo-6-(2-oxo-3-phenoxypropylidene)-4-thia-1-azabicyclo[3.2.0]heptane-2-carboxylate pivalate). The reactants are C(C(C)(C)C)(=O)O.C=S1C(C(N2C(C(C12)=O)=O)C(=O)O)(C)C (methylene-6,7-dioxo-3,3-dimethyl-4-thia-1-azabicyclo[3.2.0]heptane-2-carboxylate pivalate), O(C1=CC=CC=C1)CC(=O)C=P(C1=CC=CC=C1)(C1=CC=CC=C1)C1=CC=CC=C1 (phenoxyacetylmethylenetriphenylphosphorane). RXN SMILES: [C:1]([OH:7])(=[O:6])[C:2]([CH3:5])([CH3:4])[CH3:3].[CH2:8]=[S:9]1[CH:15]2[N:12]([C:13](=[O:17])[C:14]2=O)[CH:11]([C:18]([OH:20])=[O:19])[C:10]1([CH3:22])[CH3:21].[O:23]([CH2:30][C:31]([CH:33]=P(C1C=CC=CC=1)(C1C=CC=CC=1)C1C=CC=CC=1)=[O:32])[C:24]1[CH:29]=[CH:28][CH:27]=[CH:26][CH:25]=1>C1C=CC=CC=1>[C:1]([OH:7])(=[O:6])[C:2]([CH3:5])([CH3:4])[CH3:3].[CH2:8]=[S:9]1[C@H:15]2[N:12]([C:13](=[O:17])[C:14]2=[CH:33][C:31](=[O:32])[CH2:30][O:23][C:24]2[CH:29]=[CH:28][CH:27]=[CH:26][CH:25]=2)[C@@H:11]([C:18]([OH:20])=[O:19])[C:10]1([CH3:22])[CH3:21] |f:0.1,4.5|. Conditions: time 10 minute.